Dataset: the Open Reaction Database (ORD), a public repository of structured organic reaction records. Task: describe an organic reaction: reactants, conditions, products, and yield The reactants are CC=1N=C2N(C(=CC=C2)/C=C/C(=O)OCC)C1 (ethyl (2E)-3-(2-methylimidazo[1,2-a]pyridin-5-yl)acrylate), O (Water), [H-].[Na+] (sodium hydride), [I-].C[S+](=O)(C)C (trimethylsulfoxonium iodide). Run in CS(=O)C (dimethyl sulfoxide), CS(=O)C (dimethyl sulfoxide). Conditions: time 1 hour. Yields the product CC=1N=C2N(C(=CC=C2)C2C(C2)C(=O)OCC)C1 (ethyl 2-(2-methylimidazo[1,2-a]pyridin-5-yl)cyclopropanecarboxylate). Yield: 66.0%. As a reaction SMILES: [H-].[Na+].[I-].[CH3:4][S+](C)(C)=O.[CH3:9][C:10]1[N:11]=[C:12]2[CH:17]=[CH:16][CH:15]=[C:14](/[CH:18]=[CH:19]/[C:20]([O:22][CH2:23][CH3:24])=[O:21])[N:13]2[CH:25]=1.O>CS(C)=O>[CH3:9][C:10]1[N:11]=[C:12]2[CH:17]=[CH:16][CH:15]=[C:14]([CH:18]3[CH2:4][CH:19]3[C:20]([O:22][CH2:23][CH3:24])=[O:21])[N:13]2[CH:25]=1 |f:0.1,2.3|. Reported procedure: To a suspension of 60% sodium hydride (1.10 g, 25.3 mmol) in dimethyl sulfoxide (50 mL) was added trimethylsulfoxonium iodide (5.56 g, 25.3 mmol) at 0° C., and the mixture was stirred at room temperature for 1 hr. To the reaction mixture was added a solution of ethyl (2E)-3-(2-methylimidazo[1,2-a]pyridin-5-yl)acrylate (4.85 g, 21.1 mmol) in dimethyl sulfoxide (100 mL) at 0° C., and the mixture was stirred at room temperature for 4 hr. Water was added, and the mixture was extracted with ethyl ace... Starting materials: Brc1ccc(Br)cc1, CC(C)(C)OC(=O)N1CC2CCNC2C1, O=C(C=Cc1ccccc1)C=Cc1ccccc1, O=C(C=Cc1ccccc1)C=Cc1ccccc1, O=C(C=Cc1ccccc1)C=Cc1ccccc1, [Pd], [Pd], c1ccc(P(c2ccccc2)c2ccc3ccccc3c2-c2c(P(c3ccccc3)c3ccccc3)ccc3ccccc23)cc1. The product is CC(C)(C)OC(=O)N1CC2CCN(c3ccc(Br)cc3)C2C1. RXN SMILES: [Br:16][c:17]1[cH:18][cH:19][c:20]([Br:21])[cH:22][cH:23]1.[C:1]([CH3:2])([CH3:3])([CH3:4])[O:5][C:6](=[O:7])[N:8]1[CH2:9][CH:10]2[NH:11][CH2:12][CH2:13][CH:14]2[CH2:15]1.[O:108]=[C:109]([CH:110]=[CH:111][c:112]1[cH:113][cH:114][cH:115][cH:116][cH:117]1)[CH:118]=[CH:119][c:120]1[cH:121][cH:122][cH:123][cH:124][cH:125]1.[O:72]=[C:73]([CH:74]=[CH:75][c:76]1[cH:77][cH:78][cH:79][cH:80][cH:81]1)[CH:82]=[CH:83][c:84]1[cH:85][cH:86][cH:87][cH:88][cH:89]1.[O:90]=[C:91]([CH:92]=[CH:93][c:94]1[cH:95][cH:96][cH:97][cH:98][cH:99]1)[CH:100]=[CH:101][c:102]1[cH:103][cH:104][cH:105][cH:106][cH:107]1.[Pd:70].[Pd:71].[cH:24]1[cH:25][cH:26][c:27]([P:28]([c:29]2[cH:30][cH:31][c:32]3[c:33]([cH:34][cH:35][cH:36][cH:37]3)[c:38]2-[c:39]2[c:40]3[c:41]([cH:42][cH:43][cH:44][cH:45]3)[cH:46][cH:47][c:48]2[P:49]([c:50]2[cH:51][cH:52][cH:53][cH:54][cH:55]2)[c:56]2[cH:57][cH:58][cH:59][cH:60][cH:61]2)[c:62]2[cH:63][cH:64][cH:65][cH:66][cH:67]2)[cH:68][cH:69]1>>[C:1]([CH3:2])([CH3:3])([CH3:4])[O:5][C:6](=[O:7])[N:8]1[CH2:9][CH:10]2[N:11]([c:20]3[cH:19][cH:18][c:17]([Br:16])[cH:23][cH:22]3)[CH2:12][CH2:13][CH:14]2[CH2:15]1. Starting materials: C1=C(C=CC2=CC=CC=C12)CC1C2C(OC1=O)CC=C2 (3-(Naphth-2-ylmethyl)- 3,3a,6,6a-tetrahydro-cyclopenta[b]furan-2-one), C[N+]1(CCOCC1)[O-] (N-methylmorpholine N-oxide), CC(=O)C (acetone). Reagents/catalysts: [Os](=O)(=O)(=O)=O (osmium tetroxide). Solvent: C(C)(C)(C)O (tert-butanol). Run at time 15 hour. Yields the product OC1C(CC2OC(C(C21)CC2=CC1=CC=CC=C1C=C2)=O)O (4,5-Dihydroxy-3-(naphth-2-ylmethyl)-hexahydro-cyclopenta[b]furan-2-one). Reaction SMILES: [CH:1]1[C:10]2[C:5](=[CH:6][CH:7]=[CH:8][CH:9]=2)[CH:4]=[CH:3][C:2]=1[CH2:11][CH:12]1[C:16](=[O:17])[O:15][CH:14]2CC=C[CH:13]12.C[N+]1([O-])CC[O:25]CC1.[CH3:29][C:30]([CH3:32])=[O:31]>C(O)(C)(C)C.[Os](=O)(=O)(=O)=O>[OH:31][CH:30]1[CH:32]2[CH:14]([O:15][C:16](=[O:17])[CH:12]2[CH2:11][C:2]2[CH:3]=[CH:4][C:5]3[C:10](=[CH:9][CH:8]=[CH:7][CH:6]=3)[CH:1]=2)[CH2:13][CH:29]1[OH:25]. Procedure details: 200 mg (0.75 mmol) of the compound from Example 7, 0.08 ml of a 2.5% strength osmium tetroxide solution in tert-butanol and 180 mg of N-methylmorpholine N-oxide were dissolved in 2.5 ml of acetone and stirred at RT for 15 h. The mixture was concentrated and the residue was chromatographed over silica gel (mobile phase: dichloromethane/methanol (100:4)). Yield: 161 mg of a diastereomer mixture. Diastereomer ratio: 1:5:5:1 (HPLC). MS (DCI/NH3): m/e=316 (M+NH4)